Dataset: the Open Reaction Database (ORD), a public repository of structured organic reaction records. Task: describe an organic reaction: reactants, conditions, products, and yield Starting materials: S(=O)(=O)(OC)OC (Dimethyl sulfate), FC1=CC=CC2=C1N=CS2=O (4-Fluorobenzothiazolone), [OH-].[Na+] (sodium hydroxide), C1(=CC=CC=C1)C (toluene). Reagents/catalysts: [Br-].C(CCC)[N+](CCCC)(CCCC)CCCC (tetra-n-butylammonium bromide). The solvent is O (water). Conditions: time 1 hour. Yields the product FC1=CC=CC2=C1N(CS2=O)C (4-fluoro-N-methylbenzothiazolone). Yield: 97.6%. RXN SMILES: [F:1][C:2]1[C:7]2[N:8]=[CH:9][S:10](=[O:11])[C:6]=2[CH:5]=[CH:4][CH:3]=1.[OH-].[Na+].[C:14]1(C)C=CC=CC=1.S(OC)(OC)(=O)=O>O.[Br-].C([N+](CCCC)(CCCC)CCCC)CCC>[F:1][C:2]1[C:7]2[N:8]([CH3:14])[CH2:9][S:10](=[O:11])[C:6]=2[CH:5]=[CH:4][CH:3]=1 |f:1.2,6.7|. Procedure details: 4-Fluorobenzothiazolone (4.23 g, 0.025 mole) was dissolved in a solution of sodium hydroxide (1.60 g, 0.0375 mole) in water (100 c.c.), and tetra-n-butylammonium bromide (0.24 g, 7.5×10-4 mole) and toluene (40 c.c.) were added thereto. Dimethyl sulfate (4.70 g, 0.0375 mole) was added dropwise thereto at room temperature, and the mixture was stirred at room temperature for 1 hour, followed by phase-separation. The toluene layer was washed once with water, and the solvent was removed under reduced...